This data is from the Open Reaction Database (ORD), a public repository of structured organic reaction records. The task is: describe an organic reaction: reactants, conditions, products, and yield Reactants: [Al+3], CC(=O)Cl, CC1(C)CCOc2ccccc21, [Cl-], [Cl-], [Cl-], Cl, S=C=S. Product: CC(=O)c1ccc2c(c1)C(C)(C)CCO2. RXN SMILES: [Al+3:2].[CH3:5][C:6]([Cl:7])=[O:8].[CH3:9][C:10]1([CH3:20])[CH2:11][CH2:12][O:13][c:14]2[cH:15][cH:16][cH:17][cH:18][c:19]21.[Cl-:1].[Cl-:3].[Cl-:4].[ClH:21].[S:22]=[C:23]=[S:24]>>[CH3:5][C:6](=[O:8])[c:17]1[cH:16][cH:15][c:14]2[c:19]([cH:18]1)[C:10]([CH3:9])([CH3:20])[CH2:11][CH2:12][O:13]2. Starting materials: C=C(Br)C(F)(F)F, O=C([O-])[O-], CC(C)c1cccc(C(C)C)c1N1C=CN(c2c(C(C)C)cccc2C(C)C)C1=C1CC(=O)c2ccccc2C1=O, OB(O)c1cc(C(F)(F)F)cc(C(F)(F)F)c1, [K+], [K+], C1CCOC1, O, [Pd]. Yields the product C=C(c1cc(C(F)(F)F)cc(C(F)(F)F)c1)C(F)(F)F. RXN SMILES: [Br:18][C:19](=[CH2:20])[C:21]([F:22])([F:23])[F:24].[C:25](=[O:26])([O-:27])[O-:28].[CH:38]([c:39]1[cH:40][cH:41][cH:42][c:43]([CH:44]([CH3:45])[CH3:46])[c:47]1[N:48]1[CH:49]=[CH:50][N:51]([c:52]2[c:53]([CH:54]([CH3:55])[CH3:56])[cH:57][cH:58][cH:59][c:60]2[CH:61]([CH3:62])[CH3:63])[C:64]1=[C:65]1[CH2:66][C:67](=[O:68])[c:69]2[c:70]([cH:71][cH:72][cH:73][cH:74]2)[C:75]1=[O:76])([CH3:77])[CH3:78].[F:1][C:2]([c:3]1[cH:4][c:5]([B:13]([OH:14])[OH:15])[cH:6][c:7]([C:9]([F:10])([F:11])[F:12])[cH:8]1)([F:16])[F:17].[K+:29].[K+:30].[O:31]1[CH2:32][CH2:33][CH2:34][CH2:35]1.[OH2:36].[Pd:37]>>[F:1][C:2]([c:3]1[cH:4][c:5]([C:19](=[CH2:20])[C:21]([F:22])([F:23])[F:24])[cH:6][c:7]([C:9]([F:10])([F:11])[F:12])[cH:8]1)([F:16])[F:17].